The task is: describe an organic reaction: reactants, conditions, products, and yield. This data is from the Open Reaction Database (ORD), a public repository of structured organic reaction records. Reactants: C(C)(C)(C)OC(=O)N1CCC(CC1)NC1=CC=C(C=C1)F (4-(4-Fluoro-phenylamino)-piperidine-1-carboxylic acid tert-butyl ester), CC(=O)OC(=O)C (Ac2O). The reagents and catalysts are CN(C)C=1C=CN=CC1 (DMAP). Run in C(Cl)Cl (DCM), C(Cl)Cl (DCM). Conditions: time 18 hour. The product is C(C)(C)(C)OC(=O)N1CCC(CC1)N(C1=CC=C(C=C1)F)C(C)=O (4-[acetyl-(4-fluoro-phenyl)-amino]-piperidine-1-carboxylic acid tert-butyl ester). As a reaction SMILES: [C:1]([O:5][C:6]([N:8]1[CH2:13][CH2:12][CH:11]([NH:14][C:15]2[CH:20]=[CH:19][C:18]([F:21])=[CH:17][CH:16]=2)[CH2:10][CH2:9]1)=[O:7])([CH3:4])([CH3:3])[CH3:2].[CH3:22][C:23](OC(C)=O)=[O:24]>C(Cl)Cl.CN(C1C=CN=CC=1)C>[C:1]([O:5][C:6]([N:8]1[CH2:13][CH2:12][CH:11]([N:14]([C:23](=[O:24])[CH3:22])[C:15]2[CH:20]=[CH:19][C:18]([F:21])=[CH:17][CH:16]=2)[CH2:10][CH2:9]1)=[O:7])([CH3:4])([CH3:2])[CH3:3]. Procedure details: 4-(4-Fluoro-phenylamino)-piperidine-1-carboxylic acid tert-butyl ester (2.8 g; 9.51 mmol; 1 eq.) was dissolved in DCM (30 mL) and Ac2O (2.2 mL; 23.77 mmol; 2.5 eq.) was added. DMAP (1.51 g; 12.36 mmol; 1.3 eq.) was introduced and the reaction was stirred overnight (approx. 18 hours) at room temperature. The solution was diluted with DCM (150 mL) and washed with 1N HCl (50 mL). The organic layer was dried over Na2SO4, filtered, and concentrated under high vacuum to provide the product as an oil. ... Reactants: Cl (HCl), BrC1=CC=C(C=C1)SCCCCCCCBr (1-bromo-4-(7-bromoheptylthio)benzene), C[O-].[Na+] (sodium mehtylate). The solvent is CO (methanol), CCC(C1=CC=CC=C1)C(=O)OCCN2CCOC(C2C)C3=CC=CC=C3 (nethanol). Product: BrC1=CC=C(C=C1)SCCCCCCCOC (1-bromo-4-(7-methoxyheptylthio)benzene). Reaction SMILES: [Br:1][C:2]1[CH:7]=[CH:6][C:5]([S:8][CH2:9][CH2:10][CH2:11][CH2:12][CH2:13][CH2:14][CH2:15]Br)=[CH:4][CH:3]=1.[CH3:17][O-:18].[Na+].Cl>CO.CCC(C(OCCN1C(C)C(C2C=CC=CC=2)OCC1)=O)C1C=CC=CC=1>[Br:1][C:2]1[CH:7]=[CH:6][C:5]([S:8][CH2:9][CH2:10][CH2:11][CH2:12][CH2:13][CH2:14][CH2:15][O:18][CH3:17])=[CH:4][CH:3]=1 |f:1.2|. Reported procedure: To a solution of 1-bromo-4-(7-bromoheptylthio)benzene (5 g) in methanol (25 ml) was added 28% sodium mehtylate in nethanol (7.9 g) and the mixture was stirred under refluxing for 2 hours. The residue was adjusted to pH 2 with dilute HCl aq. and extracted with ethyl acetate. The organic layer was seperated, wahsed with brine, dried over magnesium sulfate and evaporated under reduced pressure. The residue was purified by column chromatography on silica gel eluting with n-hexane/ethyl acetate (50:1...